From a dataset of the Open Reaction Database (ORD), a public repository of structured organic reaction records. describe an organic reaction: reactants, conditions, products, and yield Starting materials: [BH4-], CC(C)=O, CC(C)O, CCOC(C)=O, Nc1cc(CCC=O)ccc1[N+](=O)[O-], [Na+], C1CCOC1. Product: Nc1cc(CCCO)ccc1[N+](=O)[O-]. RXN SMILES: [BH4-:15].[CH3:17][C:18](=[O:19])[CH3:20].[CH3:26][CH:27]([OH:28])[CH3:29].[CH3:30][CH2:31][O:32][C:33](=[O:34])[CH3:35].[NH2:1][c:2]1[cH:3][c:4]([CH2:11][CH2:12][CH:13]=[O:14])[cH:5][cH:6][c:7]1[N+:8](=[O:9])[O-:10].[Na+:16].[O:21]1[CH2:22][CH2:23][CH2:24][CH2:25]1>>[NH2:1][c:2]1[cH:3][c:4]([CH2:11][CH2:12][CH2:13][OH:14])[cH:5][cH:6][c:7]1[N+:8](=[O:9])[O-:10].